From a dataset of the Open Reaction Database (ORD), a public repository of structured organic reaction records. describe an organic reaction: reactants, conditions, products, and yield Reactants: C1(CC1)C=1C(=CC(=NC1)C(=O)NC(C(=O)O)C(C)(C)C)O[C@H](C(F)(F)F)C (2-[[5-cyclopropyl-4-[(1S)-2,2,2-trifluoro-1-methyl-ethoxy]pyridine-2-carbonyl]amino]-3,3-dimethyl-butanoic acid), Cl.FC1(CNC1)F (3,3-Difluoroazetidine hydrochloride). Product: C1(CC1)C=1C(=CC(=NC1)C(=O)NC(C(=O)N1CC(C1)(F)F)C(C)(C)C)O[C@H](C(F)(F)F)C (5-cyclopropyl-N-[1-(3,3-difluoroazetidin-1-yl)-3,3-dimethyl-1-oxobutan-2-yl]-4-[(2S)-1,1,1-trifluoropropan-2-yl]oxypyridine-2-carboxamide). Reaction SMILES: [CH:1]1([C:4]2[C:5]([O:21][C@@H:22]([CH3:27])[C:23]([F:26])([F:25])[F:24])=[CH:6][C:7]([C:10]([NH:12][CH:13]([C:17]([CH3:20])([CH3:19])[CH3:18])[C:14]([OH:16])=O)=[O:11])=[N:8][CH:9]=2)[CH2:3][CH2:2]1.Cl.[F:29][C:30]1([F:34])[CH2:33][NH:32][CH2:31]1>>[CH:1]1([C:4]2[C:5]([O:21][C@@H:22]([CH3:27])[C:23]([F:25])([F:26])[F:24])=[CH:6][C:7]([C:10]([NH:12][CH:13]([C:17]([CH3:18])([CH3:19])[CH3:20])[C:14]([N:32]3[CH2:33][C:30]([F:34])([F:29])[CH2:31]3)=[O:16])=[O:11])=[N:8][CH:9]=2)[CH2:3][CH2:2]1 |f:1.2|. Procedure details: The title compound was synthesized in analogy to Example 112e, using 2-[[5-cyclopropyl-4-[(1S)-2,2,2-trifluoro-1-methyl-ethoxy]pyridine-2-carbonyl]amino]-3,3-dimethyl-butanoic acid (Example 199b) and 3,3-Difluoroazetidine hydrochloride (CAN 288315-03-7) as starting materials and isolated (35 mg, 58%); MS (ESI, m/z): 464.6 (M+H+). Procedure details: To a suspension of N-(4-((piperazin-1-yl)methyl)-phenylmethyl)acetamide (1.0 g) obtained in Example 78(2) and 2,4-dichloropyrimidine (0.60 g) in acetonitrile (20 ml) was added potassium carbonate (0.84 9) and the mixture was stirred at room temperature for 2 hr. The reaction mixture was poured into water (200 ml) and extracted with ethyl acetate (100 ml). The extract was washed with saturated brine and dried over anhydrous magnesium sulfate. The solvent was evaporated and the obtained residue wa... Run at time 2 hour. Starting materials: C([O-])([O-])=O.[K+].[K+] (potassium carbonate), O (water), N1(CCNCC1)CC1=CC=C(C=C1)CNC(C)=O (N-(4-((piperazin-1-yl)methyl)-phenylmethyl)acetamide), ClC1=NC=CC(=N1)Cl (2,4-dichloropyrimidine). As a reaction SMILES: [N:1]1([CH2:7][C:8]2[CH:13]=[CH:12][C:11]([CH2:14][NH:15][C:16](=[O:18])[CH3:17])=[CH:10][CH:9]=2)[CH2:6][CH2:5][NH:4][CH2:3][CH2:2]1.[Cl:19][C:20]1[N:25]=[C:24]([Cl:26])[CH:23]=[CH:22][N:21]=1.C(=O)([O-])[O-].[K+].[K+].O>C(#N)C>[Cl:19][C:20]1[N:25]=[C:24]([N:4]2[CH2:5][CH2:6][N:1]([CH2:7][C:8]3[CH:9]=[CH:10][C:11]([CH2:14][NH:15][C:16](=[O:18])[CH3:17])=[CH:12][CH:13]=3)[CH2:2][CH2:3]2)[CH:23]=[CH:22][N:21]=1.[Cl:26][C:24]1[CH:23]=[CH:22][N:21]=[C:20]([N:4]2[CH2:5][CH2:6][N:1]([CH2:7][C:8]3[CH:9]=[CH:10][C:11]([CH2:14][NH:15][C:16](=[O:18])[CH3:17])=[CH:12][CH:13]=3)[CH2:2][CH2:3]2)[N:25]=1 |f:2.3.4|. Product: ClC1=NC=CC(=N1)N1CCN(CC1)CC1=CC=C(C=C1)CNC(C)=O (N-(4-((4-(2-chloropyrimidin-4-yl)piperazin-1-yl)methyl)phenylmethyl)acetamide), ClC1=NC(=NC=C1)N1CCN(CC1)CC1=CC=C(C=C1)CNC(C)=O (N-(4-((4-(4-chloropyrimidin-2-yl)piperazin-1-yl)methyl)phenylmethyl)acetamide). Run in C(C)#N (acetonitrile). The reactants are ClC1=C(C#N)C(=CC(=C1)I)F (2-Chloro-6-fluoro-4-iodobenzonitrile), C1CCOC1 (THF), O1C(CCCC1)N1N=CC=C1B1OC(C)(C)C(C)(C)O1 (1-(tetra-hydro-2H-pyran-2-yl)-1H-pyrazole-5-boronic acid pinacol ester), C([O-])([O-])=O.[Na+].[Na+] (sodium carbonate). The reagents and catalysts are Cl[Pd]([P](C1=CC=CC=C1)(C2=CC=CC=C2)C3=CC=CC=C3)([P](C4=CC=CC=C4)(C5=CC=CC=C5)C6=CC=CC=C6)Cl (Bis(triphenylphosphine)palladium(II) chloride). Solvent: O (water). Reaction conditions: temperature 60 celsius. Yields the product ClC1=C(C#N)C(=CC(=C1)C1=CC=NN1C1OCCCC1)F (2-Chloro-6-fluoro-4-(1-(tetrahydro-2H-pyran-2-yl)-1H-pyrazol-5-yl)benzonitrile). Yield: 102.5%. As a reaction SMILES: [Cl:1][C:2]1[CH:9]=[C:8](I)[CH:7]=[C:6]([F:11])[C:3]=1[C:4]#[N:5].C1COCC1.[O:17]1[CH2:22][CH2:21][CH2:20][CH2:19][CH:18]1[N:23]1[C:27](B2OC(C)(C)C(C)(C)O2)=[CH:26][CH:25]=[N:24]1.C(=O)([O-])[O-].[Na+].[Na+]>Cl[Pd](Cl)([P](C1C=CC=CC=1)(C1C=CC=CC=1)C1C=CC=CC=1)[P](C1C=CC=CC=1)(C1C=CC=CC=1)C1C=CC=CC=1.O>[Cl:1][C:2]1[CH:9]=[C:8]([C:27]2[N:23]([CH:18]3[CH2:19][CH2:20][CH2:21][CH2:22][O:17]3)[N:24]=[CH:25][CH:26]=2)[CH:7]=[C:6]([F:11])[C:3]=1[C:4]#[N:5] |f:3.4.5,^1:45,64|. Procedure: 2-Chloro-6-fluoro-4-iodobenzonitrile (291 mmol, 82 g), THF (800 ml) and 1-(tetra-hydro-2H-pyran-2-yl)-1H-pyrazole-5-boronic acid pinacol ester (350 mmol, 97 g) were added into a flask and stirred. Bis(triphenylphosphine)palladium(II) chloride (14.57 mmol, 10.22 g), sodium carbonate (699 mmol, 74.1 g) and water (350 ml) were added. The resulting mixture was heated to 60° C. and stirred for 2 h. The solvents were evaporated. Water was added and the mixture was left to stir overnight. EtOAc and wat... Starting materials: FC(C1=CC=C(C=C1)[C@H]1N(CCC2=CC=CC=C12)C(=O)OC1=CC=C(C=C1)[N+](=O)[O-])(F)F ((R)-4-Nitrophenyl 1-(4-(trifluoromethyl)phenyl)-3,4-dihydroisoquinoline-2(1H)-carboxylate), NC=1C=CC(=C(C#N)C1)F (5-amino-2-fluorobenzonitrile), [H-].[Na+] (sodium hydride), oil, O (H2O). The solvent is C1CCOC1 (THF), CO (MeOH). Conditions: time 8 hour. Product: C(#N)C=1C=C(C=CC1F)NC(=O)N1[C@@H](C2=CC=CC=C2CC1)C1=CC=C(C=C1)C(F)(F)F ((R)—N-(3-Cyano-4-fluorophenyl)-1-(4-(trifluoromethyl)phenyl)-3,4-dihydro-isoquinoline-2(1H)-carboxamide). As a reaction SMILES: [NH2:1][C:2]1[CH:3]=[CH:4][C:5]([F:10])=[C:6]([CH:9]=1)[C:7]#[N:8].[H-].[Na+].[F:13][C:14]([F:44])([F:43])[C:15]1[CH:20]=[CH:19][C:18]([C@@H:21]2[C:30]3[C:25](=[CH:26][CH:27]=[CH:28][CH:29]=3)[CH2:24][CH2:23][N:22]2[C:31](OC2C=CC([N+]([O-])=O)=CC=2)=[O:32])=[CH:17][CH:16]=1.O>C1COCC1.CO>[C:7]([C:6]1[CH:9]=[C:2]([NH:1][C:31]([N:22]2[CH2:23][CH2:24][C:25]3[C:30](=[CH:29][CH:28]=[CH:27][CH:26]=3)[C@H:21]2[C:18]2[CH:19]=[CH:20][C:15]([C:14]([F:43])([F:13])[F:44])=[CH:16][CH:17]=2)=[O:32])[CH:3]=[CH:4][C:5]=1[F:10])#[N:8] |f:1.2|. Procedure details: A solution of 5-amino-2-fluorobenzonitrile (62 mg, 452 μmol) and sodium hydride, 60% dispersion in mineral oil (26 mg, 678 μmol) in THF (1.0 mL) was stirred at RT for 15 min. Then, (R)-4-nitrophenyl 1-(4-(trifluoromethyl)phenyl)-3,4-dihydroisoquinoline-2(1H)-carboxylate (100 mg, 226 μmol, example 88) was added and the mixture was stirred at RT for overnight. Then, a solution of H2O and MeOH (1:1, 0.2 mL) was added and the solvents were removed. The residue was then dissolved in a solution of DMS... Starting materials: CC(C)(C)[Si](Cl)(c1ccccc1)c1ccccc1, CN(C)C=O, O=c1[nH]c2ccc(O)cc2c(=O)o1, c1c[nH]cn1. Yields the product CC(C)(C)[Si](Oc1ccc2[nH]c(=O)oc(=O)c2c1)(c1ccccc1)c1ccccc1. As a reaction SMILES: [C:14]([CH3:15])([CH3:16])([CH3:17])[Si:18]([Cl:19])([c:20]1[cH:21][cH:22][cH:23][cH:24][cH:25]1)[c:26]1[cH:27][cH:28][cH:29][cH:30][cH:31]1.[O:37]=[CH:38][N:39]([CH3:40])[CH3:41].[OH:1][c:2]1[cH:3][c:4]2[c:5]([nH:6][c:7](=[O:11])[o:8][c:9]2=[O:10])[cH:12][cH:13]1.[nH:32]1[cH:33][cH:34][n:35][cH:36]1>>[O:1]([c:2]1[cH:3][c:4]2[c:5]([nH:6][c:7](=[O:11])[o:8][c:9]2=[O:10])[cH:12][cH:13]1)[Si:18]([C:14]([CH3:15])([CH3:16])[CH3:17])([c:20]1[cH:21][cH:22][cH:23][cH:24][cH:25]1)[c:26]1[cH:27][cH:28][cH:29][cH:30][cH:31]1. Reaction SMILES: [CH3:23][c:24]1[cH:25][cH:26][cH:27][cH:28][cH:29]1.[F:1][c:2]1[cH:3][cH:4][c:5](-[c:8]2[c:9]([S:14](=[O:15])([OH:16])=[O:17])[cH:10][cH:11][cH:12][cH:13]2)[cH:6][cH:7]1.[O:18]=[CH:19][N:20]([CH3:21])[CH3:22].[S:30](=[O:31])([Cl:32])[Cl:33]>>[F:1][c:2]1[cH:3][cH:4][c:5](-[c:8]2[cH:9][cH:10][cH:11][cH:12][cH:13]2)[cH:6][cH:7]1.[O:15]=[S:30](=[O:31])([Cl:32])[Cl:33]. Product: Fc1ccc(-c2ccccc2)cc1, O=S(=O)(Cl)Cl. Starting materials: Cc1ccccc1, O=S(=O)(O)c1ccccc1-c1ccc(F)cc1, CN(C)C=O, O=S(Cl)Cl.